From a dataset of the Open Reaction Database (ORD), a public repository of structured organic reaction records. describe an organic reaction: reactants, conditions, products, and yield Starting materials: C1(=CC=CC=C1)S (THIOPHENOL), S1C(=NC=C1)CC(C)=O (1-(thiazol-2-yl)propanone), CCC(CC)=O (3-pentanone), C1(=CC=CC=C1)S (THIOPHENOL), BrC1=CC(=CC(=C1)F)OCC1=CC(=C(C=C1)OC)OC (1-bromo-3-(3,4-dimethoxybenzyloxy)-5-fluorobenzene). Product: OC(CC)(C=1SC=CN1)C=1C=C(CO)C=CC1 (3-[1-Hydroxy-1-(thiazol-2-yl)propyl]benzyl alcohol). As a reaction SMILES: C1(S)C=CC=CC=1.BrC1C=C(F)C=C([O:16][CH2:17][C:18]2[CH:23]=[CH:22][C:21](OC)=[C:20](OC)[CH:19]=2)C=1.[S:28]1[CH:32]=[CH:31][N:30]=[C:29]1[CH2:33][C:34](=O)[CH3:35].CCC(=[O:42])CC>>[OH:42][C:33]([C:20]1[CH:19]=[C:18]([CH:23]=[CH:22][CH:21]=1)[CH2:17][OH:16])([C:29]1[S:28][CH:32]=[CH:31][N:30]=1)[CH2:34][CH3:35]. Procedure: Following the procedure described for Phenol 2, Step 2 and for Phenol 7, Step 3 but substituting the compound from Step 1 for 1-bromo-3-(3,4-dimethoxybenzyloxy)-5-fluorobenzene and 1-(thiazol-2-yl)propanone (from Phenol 1, Step 2) for 3-pentanone the title compound was obtained.